This data is from the Open Reaction Database (ORD), a public repository of structured organic reaction records. The task is: describe an organic reaction: reactants, conditions, products, and yield The reactants are ClCCl, CC(NC1=NC(=O)C(C)(c2ccc(C(=O)O)cc2)S1)c1ccc(F)cc1, CN(C)C=O, O=S(Cl)Cl. The product is CC(NC1=NC(=O)C(C)(c2ccc(C(=O)Cl)cc2)S1)c1ccc(F)cc1. Reaction SMILES: [Cl:36][CH2:37][Cl:38].[F:1][c:2]1[cH:3][cH:4][c:5]([CH:8]([CH3:9])[NH:10][C:11]2=[N:15][C:14](=[O:16])[C:13]([CH3:17])([c:18]3[cH:19][cH:20][c:21]([C:22](=[O:23])[OH:24])[cH:25][cH:26]3)[S:12]2)[cH:6][cH:7]1.[O:31]=[CH:32][N:33]([CH3:34])[CH3:35].[S:27]([Cl:28])([Cl:29])=[O:30]>>[F:1][c:2]1[cH:3][cH:4][c:5]([CH:8]([CH3:9])[NH:10][C:11]2=[N:15][C:14](=[O:16])[C:13]([CH3:17])([c:18]3[cH:19][cH:20][c:21]([C:22](=[O:23])[Cl:29])[cH:25][cH:26]3)[S:12]2)[cH:6][cH:7]1. Starting materials: C(C1=CC=CC=C1)OC1=C(C=C2C(=NC=NC2=C1)NC(=NC1=C(C=CC=C1C)C)NCCN(C)C)OC (N-(7-benzyloxy-6-methoxyquinazolin-4-yl)-N′-(2-dimethylaminoethyl)-N″-(2,6-dimethylphenyl)guanidine), FC(C(=O)O)(F)F (trifluoroacetic acid). Yields the product CN(CCNC(=NC1=NC=NC2=CC(=C(C=C12)OC)O)NC1=C(C=CC=C1C)C)C (N-(2-dimethylaminoethyl)-N′-(2,6-dimethylphenyl)-N″-(7-hydroxy-6-methoxyquinazolin-4-yl)guanidine). The yield is 68.0%. RXN SMILES: C([O:8][C:9]1[CH:18]=[C:17]2[C:12]([C:13]([NH:19][C:20]([NH:30][CH2:31][CH2:32][N:33]([CH3:35])[CH3:34])=[N:21][C:22]3[C:27]([CH3:28])=[CH:26][CH:25]=[CH:24][C:23]=3[CH3:29])=[N:14][CH:15]=[N:16]2)=[CH:11][C:10]=1[O:36][CH3:37])C1C=CC=CC=1.FC(F)(F)C(O)=O>>[CH3:35][N:33]([CH3:34])[CH2:32][CH2:31][NH:30][C:20]([NH:21][C:22]1[C:23]([CH3:29])=[CH:24][CH:25]=[CH:26][C:27]=1[CH3:28])=[N:19][C:13]1[C:12]2[C:17](=[CH:18][C:9]([OH:8])=[C:10]([O:36][CH3:37])[CH:11]=2)[N:16]=[CH:15][N:14]=1. Reported procedure: Using an analogous procedure to that described in Example 10, N-(7-benzyloxy-6-methoxyquinazolin-4-yl)-N′-(2-dimethylaminoethyl)-N″-(2,6-dimethylphenyl)guanidine was reacted with trifluoroacetic acid to give the title compound in 68% yield; NMR Spectrum: (DMSOd6, 100° C.) 2.22 (s, 6H), 2.26 (s, 6H), 2.55 (t, 2H), 3.6 (t, 2H), 3.79 (s, 3H), 6.99 (s, 1H), 7.17 (s, 3H), 7.6 (s, 1H), 8.39 (s, 1H), 9.4 (br s, 1H), 10.8 (br s, 1H); Mass Spectrum: M+H+ 409. The reactants are C(C)(C)(C)OC(NC1=CC=C(C=C1)OC1=C(C=C(C=C1)NC(=O)C=1SC=CC1)NC=1C2=C(N=CN1)N=C(C=C2)C(C)C)=O ((4-{2-(7-Isopropyl-pyrido[2,3-d]pyrimidin-4-ylamino)-4-[(thiophene-2-carbonyl)-amino]-phenoxy}-phenyl)-carbamic acid tert-butyl ester). Solvent: C(=O)(C(F)(F)F)O (TFA), C(Cl)Cl (CH2Cl2). Run at time 2 hour. Product: NC1=CC=C(OC2=C(C=C(C=C2)NC(=O)C=2SC=CC2)NC=2C3=C(N=CN2)N=C(C=C3)C(C)C)C=C1 (Thiophene-2-carboxylic acid [4-(4-amino-phenoxy)-3-(7-isopropyl-pyrido[2,3-d]pyrimidin-4-ylamino)-phenyl]-amide). Reaction SMILES: C(OC(=O)[NH:7][C:8]1[CH:13]=[CH:12][C:11]([O:14][C:15]2[CH:20]=[CH:19][C:18]([NH:21][C:22]([C:24]3[S:25][CH:26]=[CH:27][CH:28]=3)=[O:23])=[CH:17][C:16]=2[NH:29][C:30]2[C:31]3[CH:39]=[CH:38][C:37]([CH:40]([CH3:42])[CH3:41])=[N:36][C:32]=3[N:33]=[CH:34][N:35]=2)=[CH:10][CH:9]=1)(C)(C)C>C(O)(C(F)(F)F)=O.C(Cl)Cl>[NH2:7][C:8]1[CH:13]=[CH:12][C:11]([O:14][C:15]2[CH:20]=[CH:19][C:18]([NH:21][C:22]([C:24]3[S:25][CH:26]=[CH:27][CH:28]=3)=[O:23])=[CH:17][C:16]=2[NH:29][C:30]2[C:31]3[CH:39]=[CH:38][C:37]([CH:40]([CH3:41])[CH3:42])=[N:36][C:32]=3[N:33]=[CH:34][N:35]=2)=[CH:10][CH:9]=1. Procedure details: The product from Example 256d (276 mg, 0.462 mmol) was dissolved in a 1:1 mixture of TFA in CH2Cl2 and stirred at room temperature for 2 hrs. The solvent was removed under vacuum and the crude oil was purified by HPLC with TFA providing the product as a trifluoroacetic acid salt (33 mg, 12%). 1H NMR (300 MHz, DMSO-d6) δ ppm: 1.27-1.35 (m, 6 H), 6.80-6.91 (m, 5 H), 6.99 (d, J=9.19 Hz, 1 H), 7.21-7.25 (m, 1 H), 7.63 (dd, J=8.82, 2.57 Hz, 1 H), 7.81 (d, J=8.46 Hz, 1 H), 7.87 (d, J=4.04 Hz, 1 H), 8.... The reactants are COCCC1(C(=O)NC(Cc2ccc(N3C(=O)c4ccc(C#N)cc4C3=O)cc2)C(=O)OC)CCCC1, [I-], [Li+], O, c1ccncc1. The product is COCCC1(C(=O)NC(Cc2ccc(N3C(=O)c4ccc(C#N)cc4C3=O)cc2)C(=O)O)CCCC1. Reaction SMILES: [CH3:1][O:2][C:3]([CH:4]([NH:5][C:6](=[O:7])[C:8]1([CH2:13][CH2:14][O:15][CH3:16])[CH2:9][CH2:10][CH2:11][CH2:12]1)[CH2:17][c:18]1[cH:19][cH:20][c:21]([N:24]2[C:25](=[O:36])[c:26]3[cH:27][cH:28][c:29]([C:34]#[N:35])[cH:30][c:31]3[C:32]2=[O:33])[cH:22][cH:23]1)=[O:37].[I-:38].[Li+:39].[OH2:46].[cH:40]1[cH:41][cH:42][n:43][cH:44][cH:45]1>>[O:2]=[C:3]([CH:4]([NH:5][C:6](=[O:7])[C:8]1([CH2:13][CH2:14][O:15][CH3:16])[CH2:9][CH2:10][CH2:11][CH2:12]1)[CH2:17][c:18]1[cH:19][cH:20][c:21]([N:24]2[C:25](=[O:36])[c:26]3[cH:27][cH:28][c:29]([C:34]#[N:35])[cH:30][c:31]3[C:32]2=[O:33])[cH:22][cH:23]1)[OH:37]. Reactants: CC1[C@@H]2C(C[C@@H](O1)O[C@@H]3CC[C@@]4(C5CC[C@@]6([C@H](CC[C@@]6(C5CC[C@@]4(C3)O)O)C7=CC(=O)OC7)C)C=O)OC(O2)(C)C8=CC=CC=C8 (acetophenone-helveticoside), S(O)(O)(=O)=O (sulfuric acid), [BH4-].[Na+] (sodium borohydride), CC1[C@@H]2C(C[C@@H](O1)O[C@@H]3CC[C@@]4(C5CC[C@@]6([C@H](CC[C@@]6(C5CC[C@@]4(C3)O)O)C7=CC(=O)OC7)C)C=O)OC(O2)(C)C8=CC=CC=C8 (acetophenone-helveticoside). Solvent: O1CCOCC1 (dioxane), O1CCOCC1 (dioxane). Conditions: time 1 hour. The product is CC1[C@@H]2C(C[C@@H](O1)O[C@H]3CC[C@@]4(C5CC[C@@]6([C@H](CC[C@@]6(C5CC[C@@]4(C3)O)O)C7=CC(=O)OC7)C)CO)OC(O2)(C)C8=CC=CC=C8 (acetophenone-helveticosol). RXN SMILES: [CH3:1][CH:2]1[O:7][C@@H:6]([O:8][C@H:9]2[CH2:25][C@:24]3([OH:26])[C@@:12]([CH:35]=[O:36])([CH:13]4[CH:21]([CH2:22][CH2:23]3)[C@:20]3([OH:27])[C@@:16]([CH3:34])([C@@H:17]([C:28]5[CH2:33][O:32][C:30](=[O:31])[CH:29]=5)[CH2:18][CH2:19]3)[CH2:15][CH2:14]4)[CH2:11][CH2:10]2)[CH2:5][CH:4]2[O:37][C:38]([C:41]3[CH:46]=[CH:45][CH:44]=[CH:43][CH:42]=3)([CH3:40])[O:39][C@H:3]12.[BH4-].[Na+].S(=O)(=O)(O)O>O1CCOCC1>[CH3:1][CH:2]1[O:7][C@@H:6]([O:8][C@@H:9]2[CH2:25][C@:24]3([OH:26])[C@@:12]([CH2:35][OH:36])([CH:13]4[CH:21]([CH2:22][CH2:23]3)[C@:20]3([OH:27])[C@@:16]([CH3:34])([C@@H:17]([C:28]5[CH2:33][O:32][C:30](=[O:31])[CH:29]=5)[CH2:18][CH2:19]3)[CH2:15][CH2:14]4)[CH2:11][CH2:10]2)[CH2:5][CH:4]2[O:37][C:38]([C:41]3[CH:42]=[CH:43][CH:44]=[CH:45][CH:46]=3)([CH3:40])[O:39][C@H:3]12 |f:1.2|. Procedure: 1.5 g. acetophenone-helveticoside are dissolved in 20 ml. of 80% aqueous dioxane and treated dropwise over a period of 1 hour with a solution of 0.35 g. sodium borohydride in 20 ml. of 75% dioxane. The reaction mixture is stirred for 1 hour, after which no more acetophenone-helveticoside can be detected. The solution is adjusted to pH 7 with dilute sulfuric acid, and the dioxane is removed under reduced pressure in a rotating evaporator. The aqueous phase is repeatedly extracted with chloroform.... The reactants are [H-].[Na+] (sodium hydride), ClC=1C=C2C(C(NC2=CC1)=O)=O (5-chloro-1H-indole-2,3-dione), COC1=C(C=CC(=C1)OC)S(=O)(=O)Cl (2,4-dimethoxybenzenesulphonyl chloride). Solvent: CN(C)C=O (DMF). Run at temperature 20 celsius, time 30 minute. The product is ClC=1C=C2C(C(N(C2=CC1)S(=O)(=O)C1=C(C=C(C=C1)OC)OC)=O)=O (5-Chloro-1-[(2,4-dimethoxyphenyl)sulphonyl]-1H-indole-2,3-dione). Yield: 38.3%. RXN SMILES: [H-].[Na+].[Cl:3][C:4]1[CH:5]=[C:6]2[C:10](=[CH:11][CH:12]=1)[NH:9][C:8](=[O:13])[C:7]2=[O:14].[CH3:15][O:16][C:17]1[CH:22]=[C:21]([O:23][CH3:24])[CH:20]=[CH:19][C:18]=1[S:25](Cl)(=[O:27])=[O:26]>CN(C=O)C>[Cl:3][C:4]1[CH:5]=[C:6]2[C:10](=[CH:11][CH:12]=1)[N:9]([S:25]([C:18]1[CH:19]=[CH:20][C:21]([O:23][CH3:24])=[CH:22][C:17]=1[O:16][CH3:15])(=[O:27])=[O:26])[C:8](=[O:13])[C:7]2=[O:14] |f:0.1|. Reported procedure: 0.5 g of 60% sodium hydride in oil is added to a mixture of 3.6 g of 5-chloro-1H-indole-2,3-dione in 20 ml of DMF, and the mixture is stirred for 30 minutes at 20° C. 4.8 g of 2,4-dimethoxybenzenesulphonyl chloride are then added and the mixture is stirred at 20° C. for 1 hour. The resulting mixture is concentrated under vacuum (1.3 Pa), the residue is extracted with EtOAc, the organic phase is washed with water and dried over Na2SO4, and the solvent is evaporated off under vacuum. The residue i... Starting materials: ON=C(C(=O)OCC)C(=O)C1=CC=C(C=C1)C (Ethyl 2-hydroxyimino-3-(4-methylphenyl)-3-oxopropionate), N1(CCCC1)C1=CC=C(CN)C=C1 (4-(1-pyrrolidinyl)benzylamine). Product: CC1=CC=C(C=C1)C1=C(N=C(N1)C1=CC=C(C=C1)N1CCCC1)C(=O)OCC (ethyl 5-(4-methylphenyl)-2-(4-(1-pyrrolidinyl)phenyl)imidazole-4-carboxylate). Reaction SMILES: O[N:2]=[C:3]([C:9]([C:11]1[CH:16]=[CH:15][C:14]([CH3:17])=[CH:13][CH:12]=1)=O)[C:4]([O:6][CH2:7][CH3:8])=[O:5].[N:18]1([C:23]2[CH:30]=[CH:29][C:26]([CH2:27][NH2:28])=[CH:25][CH:24]=2)[CH2:22][CH2:21][CH2:20][CH2:19]1>>[CH3:17][C:14]1[CH:15]=[CH:16][C:11]([C:9]2[NH:28][C:27]([C:26]3[CH:25]=[CH:24][C:23]([N:18]4[CH2:22][CH2:21][CH2:20][CH2:19]4)=[CH:30][CH:29]=3)=[N:2][C:3]=2[C:4]([O:6][CH2:7][CH3:8])=[O:5])=[CH:12][CH:13]=1. Reported procedure: Ethyl 2-hydroxyimino-3-(4-methylphenyl)-3-oxopropionate and 4-(1-pyrrolidinyl)benzylamine are reacted and treated in the same manner as in Starting Material Synthetic Example 1 to give ethyl 5-(4-methylphenyl)-2-(4-(1-pyrrolidinyl)phenyl)imidazole-4-carboxylate. Ethyl 5-(4-methylphenyl)-2-(4-(1-pyrrolidinyl)-phenyl)imidazole-4-carboxylate is reacted and treated in the same manner as in Starting Material Synthetic Example 2 to give 5-(4-methylphenyl)-2-(4-(1-pyrrolidinyl)phenyl)imidazole-4-carbox... The reactants are Cc1ccccc1, COC(C)(CC(=O)NC1CCCCC1)OC. The product is COC(C)=CC(=O)NC1CCCCC1. Reaction SMILES: [CH3:17][c:18]1[cH:19][cH:20][cH:21][cH:22][cH:23]1.[CH:1]1([NH:7][C:8]([CH2:9][C:10]([CH3:11])([O:12][CH3:13])[O:14][CH3:15])=[O:16])[CH2:2][CH2:3][CH2:4][CH2:5][CH2:6]1>>[CH:1]1([NH:7][C:8]([CH:9]=[C:10]([CH3:11])[O:12][CH3:13])=[O:16])[CH2:2][CH2:3][CH2:4][CH2:5][CH2:6]1. Starting materials: C(CCC)[Li] (n-butyllithium), CCCCCC (hexane), C(C)(C)NC(C)C (diisopropylamine), [H-].[Na+] (sodium hydride), C(C(C)C)(=O)O (isobutyric acid), BrCCC1=CC=CC=C1 ((2-bromoethyl)-benzene). Run in C1CCOC1 (THF). Run at temperature 0 celsius, time 20 minute. Yields the product CC(C(=O)O)(CCC1=CC=CC=C1)C (2,2-dimethyl-4-phenyl-butanoic acid). The yield is 21.5%. As a reaction SMILES: C(NC(C)C)(C)C.[H-].[Na+].[C:10]([OH:15])(=[O:14])[CH:11]([CH3:13])[CH3:12].C([Li])CCC.CCCCCC.Br[CH2:28][CH2:29][C:30]1[CH:35]=[CH:34][CH:33]=[CH:32][CH:31]=1>C1COCC1>[CH3:12][C:11]([CH3:13])([CH2:28][CH2:29][C:30]1[CH:35]=[CH:34][CH:33]=[CH:32][CH:31]=1)[C:10]([OH:15])=[O:14] |f:1.2|. Procedure: To a stirring mixture of diisopropylamine (2.2 mL, 15 mmol) and sodium hydride [60% in mineral oil] (0.66 g, 16.5 mmol) in dry THF (50 mL), isobutyric acid (1.4 mL, 15 mmol) was dropwise added. The mixture was refluxed for 15 min, cooled to 0° C., and 2.5M n-butyllithium (BuLi) in hexane (5.45 mL, 14 mmol;) was added. After 20 min at 0° C., the mixture was heated to 30-35° C. for 30 min. The solution was then cooled to 0° C. and (2-bromoethyl)-benzene (2.8 mL, 15 mmol) was slowly added over 20 m...